From a dataset of the Open Reaction Database (ORD), a public repository of structured organic reaction records. describe an organic reaction: reactants, conditions, products, and yield Starting materials: BrCCCO (3-bromo-1-propanol), OC1=CC=C(C#N)C=C1 (4-hydroxybenzonitrile), C([O-])([O-])=O.[K+].[K+] (potassium carbonate), C(C)#N (acetonitrile). Solvent: O (water), C1(=CC=CC=C1)C (Toluene). Run at temperature 84 celsius. Product: OCCCOC1=CC=C(C#N)C=C1 (4-(3-Hydroxypropoxy)benzonitrile). Reaction SMILES: [OH:1][C:2]1[CH:9]=[CH:8][C:5]([C:6]#[N:7])=[CH:4][CH:3]=1.C(=O)([O-])[O-].[K+].[K+].C(#N)C.Br[CH2:20][CH2:21][CH2:22][OH:23]>O.C1(C)C=CC=CC=1>[OH:23][CH2:22][CH2:21][CH2:20][O:1][C:2]1[CH:9]=[CH:8][C:5]([C:6]#[N:7])=[CH:4][CH:3]=1 |f:1.2.3|. Procedure: To a flask was added 4-hydroxybenzonitrile (10 g, 82.7 mmol, 1 eq.) and potassium carbonate (13.60 g, 98.7 mmol, 1.25 eq.). To this mixture was added acetonitrile (80 mL) and then, under stirring, 3-bromo-1-propanol (12.25 g, 86.40 mmol, 1.05 eq.). The reaction mixture was heated at reflux (84° C.) for 5 hours before being allowed to cool to room temperature. Toluene (80 mL) and water (50 mL) were added and the resulting mixture was heated (≈30° C.) until all of the solids had gone into solution... The reactants are CC=1C(=NC=CC1OCC(F)(F)F)CSC=1NC2=C(N1)C=CC=C2 (2-[[[3-methyl-4-(2,2,2-trifluoroethoxy)-2-pyridyl]methyl]thio]benzimidazole), C(=O)(OCC)C(O)C(O)C(=O)OCC ((+)-diethyl tartrate), [O-]O.C1(=CC=CC=C1)C(C)C (cumene hydroperoxide), C(CCC)OCCCC (Dibutyl ether), S(=S)(=O)([O-])[O-].[Na+].[Na+] (sodium thiosulfate), C(C)(C)N(CC)C(C)C (diisopropylethylamine), [O-]O.C1(=CC=CC=C1)C(C)C (cumene hydroperoxide). The reagents and catalysts are O (water), CC([O-])C.[Ti+4].CC([O-])C.CC([O-])C.CC([O-])C (titanium(IV) isopropoxide). The solvent is C1(=CC=CC=C1)C (toluene). Reaction conditions: time 30 minute. The product is CC=1C(=NC=CC1OCC(F)(F)F)C[S@@](=O)C=1NC2=C(N1)C=CC=C2 ((R)-2-[[[3-methyl-4-(2,2,2-trifluoroethoxy)-2-pyridyl]methyl]sulfinyl]benzimidazole). RXN SMILES: [CH3:1][C:2]1[C:3]([CH2:14][S:15][C:16]2[NH:17][C:18]3[CH:24]=[CH:23][CH:22]=[CH:21][C:19]=3[N:20]=2)=[N:4][CH:5]=[CH:6][C:7]=1[O:8][CH2:9][C:10]([F:13])([F:12])[F:11].C(C(C(C(OCC)=O)O)O)(OCC)=[O:26].C(N(C(C)C)CC)(C)C.[O-]O.C1(C(C)C)C=CC=CC=1.S([O-])([O-])(=O)=S.[Na+].[Na+].C(OCCCC)CCC>CC(C)[O-].[Ti+4].CC(C)[O-].CC(C)[O-].CC(C)[O-].O.C1(C)C=CC=CC=1>[CH3:1][C:2]1[C:3]([CH2:14][S@:15]([C:16]2[NH:20][C:19]3[CH:21]=[CH:22][CH:23]=[CH:24][C:18]=3[N:17]=2)=[O:26])=[N:4][CH:5]=[CH:6][C:7]=1[O:8][CH2:9][C:10]([F:12])([F:11])[F:13] |f:3.4,5.6.7,9.10.11.12.13|. Reported procedure: Under a nitrogen atmosphere, 2-[[[3-methyl-4-(2,2,2-trifluoroethoxy)-2-pyridyl]methyl]thio]benzimidazole (43.2 g), toluene (175 mL), water (72.6 mg) and (+)-diethyl tartrate (4.6 mL) were mixed. Under a nitrogen atmosphere, titanium(IV) isopropoxide (3.6 mL) was added to the mixture at 50° C. to 60° C., and the mixture was stirred at the same temperature for 30 min. Under a nitrogen atmosphere, diisopropylethylamine (7.0 mL) was added to the obtained mixture at 15° C. to 25° C., cumene hydropero... Reactants: C(C)(C)(C)OC(CN1C(=C(C2=CC(=CC=C12)F)C1=NN(S(C2=C1C=CC=C2)(=O)=O)CC2=CC(=CC=C2)F)C)=O ({3-[2-(3-Fluoro-benzyl)-1,1-dioxo-1,2-dihydro-1λ6-benzo[e][1,2,3]thiadiazin-4-yl]-5-fluoro-2-methyl-indol-1-yl}-acetic acid tert-butyl ester), C(=O)(C(F)(F)F)O (TFA). Product: FC=1C=C(CN2S(C3=C(C(=N2)C2=C(N(C4=CC=C(C=C24)F)CC(=O)O)C)C=CC=C3)(=O)=O)C=CC1 ({3-[2-(3-Fluoro-benzyl)-1,1-dioxo-1,2-dihydro-1λ6-benzo[e][1,2,3]thiadiazin-4-yl]-5-fluoro-2-methyl-indol-1-yl}-acetic acid). RXN SMILES: C([O:5][C:6](=[O:39])[CH2:7][N:8]1[C:16]2[C:11](=[CH:12][C:13]([F:17])=[CH:14][CH:15]=2)[C:10]([C:18]2[C:23]3[CH:24]=[CH:25][CH:26]=[CH:27][C:22]=3[S:21](=[O:29])(=[O:28])[N:20]([CH2:30][C:31]3[CH:36]=[CH:35][CH:34]=[C:33]([F:37])[CH:32]=3)[N:19]=2)=[C:9]1[CH3:38])(C)(C)C.C(O)(C(F)(F)F)=O>>[F:37][C:33]1[CH:32]=[C:31]([CH:36]=[CH:35][CH:34]=1)[CH2:30][N:20]1[N:19]=[C:18]([C:10]2[C:11]3[C:16](=[CH:15][CH:14]=[C:13]([F:17])[CH:12]=3)[N:8]([CH2:7][C:6]([OH:39])=[O:5])[C:9]=2[CH3:38])[C:23]2[CH:24]=[CH:25][CH:26]=[CH:27][C:22]=2[S:21]1(=[O:28])=[O:29]. Procedure details: {3-[2-(3-Fluoro-benzyl)-1,1-dioxo-1,2-dihydro-1λ6-benzo[e][1,2,3]thiadiazin-4-yl]-5-fluoro-2-methyl-indol-1-yl}-acetic acid tert-butyl ester (61 μmol) was treated with TFA (2 mL) for 2 hours, concentrated, and purified by preparative LCMS to give the title compound. 1H NMR (d6-DMSO) δ 8.17 (d, 1H), 7.95 (t, 1H), 7.86 (t, 1H), 7.42 (m, 3H), 7.19 (m, 3H), 6.89 (dt, 1H), 6.61 (dd, 1H), 5.09 (bs, 2H), 4.53 (s, 2H), 2.09 (s, 3H) ppm. MS calculated for C25H19F2N3O4S—H: 494, observed: 494. The reactants are O=C([O-])[O-], CN1C(=O)CCC2(C)c3ccc(S)cc3CCC12, CN(C)C=O, CCOC(C)=O, O=[N+]([O-])c1cccnc1Cl, [K+], [K+]. Product: CN1C(=O)CCC2(C)c3ccc(Sc4ncccc4[N+](=O)[O-])cc3CCC12. Reaction SMILES: [C:19](=[O:20])([O-:21])[O-:22].[CH3:1][N:2]1[C:3](=[O:18])[CH2:4][CH2:5][C:6]2([CH3:17])[c:7]3[c:8]([cH:12][c:13]([SH:16])[cH:14][cH:15]3)[CH2:9][CH2:10][CH:11]12.[CH3:35][N:36]([CH3:37])[CH:38]=[O:39].[CH3:40][CH2:41][O:42][C:43](=[O:44])[CH3:45].[Cl:25][c:26]1[n:27][cH:28][cH:29][cH:30][c:31]1[N+:32](=[O:33])[O-:34].[K+:23].[K+:24]>>[CH3:1][N:2]1[C:3](=[O:18])[CH2:4][CH2:5][C:6]2([CH3:17])[c:7]3[c:8]([cH:12][c:13]([S:16][c:26]4[n:27][cH:28][cH:29][cH:30][c:31]4[N+:32](=[O:33])[O-:34])[cH:14][cH:15]3)[CH2:9][CH2:10][CH:11]12. The reactants are C1CCOC1, COC(=O)C1COC(C(C)(C)C)N1C=O, CN(C)P(=O)(N(C)C)N(C)C, C[Si](C)(C)[N-][Si](C)(C)C, CCCCI, [Na+]. Yields the product CCCCC1(C(=O)OC)COC(C(C)(C)C)N1C=O. Reaction SMILES: [CH2:42]1[O:43][CH2:44][CH2:45][CH2:46]1.[CH3:1][O:2][C:3](=[O:4])[CH:5]1[N:6]([CH:14]=[O:15])[CH:7]([C:10]([CH3:11])([CH3:12])[CH3:13])[O:8][CH2:9]1.[CH3:21][N:22]([CH3:23])[P:24]([N:25]([CH3:26])[CH3:27])([N:28]([CH3:29])[CH3:30])=[O:31].[CH3:32][Si:33]([N-:34][Si:35]([CH3:36])([CH3:37])[CH3:38])([CH3:39])[CH3:40].[I:16][CH2:17][CH2:18][CH2:19][CH3:20].[Na+:41]>>[CH3:1][O:2][C:3](=[O:4])[C:5]1([CH2:17][CH2:18][CH2:19][CH3:20])[N:6]([CH:14]=[O:15])[CH:7]([C:10]([CH3:11])([CH3:12])[CH3:13])[O:8][CH2:9]1. Reactants: C(=O)=O (carbon dioxide), [N+](=O)([O-])C1=C(NC2=CC(=CC(=C12)Cl)Cl)C(=O)OCC (3-nitro-2-carbethoxy-4,6-dichloroindole), C([O-])([O-])=O.[K+].[K+] (potassium carbonate), [Sn](Cl)Cl (tin (II) chloride). Solvent: O (water), C(C)(=O)OCC (ethyl acetate), C(C)O (ethanol). The product is NC1=C(NC2=CC(=CC(=C12)Cl)Cl)C(=O)OCC (3-Amino-2-carbethoxy-4,6-dichloroindole). Isolated yield 97.6%. As a reaction SMILES: [N+:1]([C:4]1[C:12]2[C:7](=[CH:8][C:9]([Cl:14])=[CH:10][C:11]=2[Cl:13])[NH:6][C:5]=1[C:15]([O:17][CH2:18][CH3:19])=[O:16])([O-])=O.[Sn](Cl)Cl.C(=O)([O-])[O-].[K+].[K+].C(=O)=O>C(O)C.O.C(OCC)(=O)C>[NH2:1][C:4]1[C:12]2[C:7](=[CH:8][C:9]([Cl:14])=[CH:10][C:11]=2[Cl:13])[NH:6][C:5]=1[C:15]([O:17][CH2:18][CH3:19])=[O:16] |f:2.3.4|. Procedure: Dissolve 3-nitro-2-carbethoxy-4,6-dichloroindole (38.1 g) in ethanol (1 L) and add tin (II) chloride dehydrate (163 g). Warm to between 65° and 65° C. for 4 to 5 hours. Cool to room temperature and pour into a mixture of ethyl acetate (3 L) and water (2 L). Add solid potassium carbonate and stir occasionally until the carbon dioxide evolution ceases. Filter throught Celite and separate the organic phase of the filtrate. Dry (MgSO4) and evaporate the solvent in vacuo to give the title compound as... The reactants are CCCCCCCCCCCCCCCC(=O)Cl, CCOC(=O)CNC=O, ClCCl, Cn1ccnc1, CCCCN(CCCC)CCCC, [Cl-], [Cl-], [Cl-], [Cl-], O, [Ti+4]. The product is CCCCCCCCCCCCCCCC(=O)C(NC=O)C(=O)OCC. As a reaction SMILES: [C:16]([CH2:17][CH2:18][CH2:19][CH2:20][CH2:21][CH2:22][CH2:23][CH2:24][CH2:25][CH2:26][CH2:27][CH2:28][CH2:29][CH2:30][CH3:31])(=[O:32])[Cl:33].[CH2:1]([CH3:2])[O:3][C:4]([CH2:5][NH:6][CH:7]=[O:8])=[O:9].[CH2:53]([Cl:54])[Cl:55].[CH3:10][n:11]1[cH:12][cH:13][n:14][cH:15]1.[CH3:34][CH2:35][CH2:36][CH2:37][N:38]([CH2:39][CH2:40][CH2:41][CH3:42])[CH2:43][CH2:44][CH2:45][CH3:46].[Cl-:47].[Cl-:48].[Cl-:49].[Cl-:50].[OH2:52].[Ti+4:51]>>[CH2:1]([CH3:2])[O:3][C:4]([CH:5]([NH:6][CH:7]=[O:8])[C:16]([CH2:17][CH2:18][CH2:19][CH2:20][CH2:21][CH2:22][CH2:23][CH2:24][CH2:25][CH2:26][CH2:27][CH2:28][CH2:29][CH2:30][CH3:31])=[O:32])=[O:9]. The reactants are Cn1cc(Br)cc(Br)c1=O, O=C([O-])[O-], C1COCCO1, O=C(C=Cc1ccccc1)C=Cc1ccccc1, O=C(C=Cc1ccccc1)C=Cc1ccccc1, O=C(C=Cc1ccccc1)C=Cc1ccccc1, [Cs+], [Cs+], [Pd], [Pd], Nc1cc2n(n1)CCOC2. The product is Cn1cc(Br)cc(Nc2cc3n(n2)CCOC3)c1=O. Reaction SMILES: [Br:11][c:12]1[c:13](=[O:20])[n:14]([CH3:19])[cH:15][c:16]([Br:18])[cH:17]1.[C:21](=[O:22])([O-:23])[O-:24].[CH2:83]1[O:84][CH2:85][CH2:86][O:87][CH2:88]1.[CH:29](=[CH:30][C:31]([CH:32]=[CH:33][c:34]1[cH:35][cH:36][cH:37][cH:38][cH:39]1)=[O:40])[c:41]1[cH:42][cH:43][cH:44][cH:45][cH:46]1.[CH:47](=[CH:48][C:49]([CH:50]=[CH:51][c:52]1[cH:53][cH:54][cH:55][cH:56][cH:57]1)=[O:58])[c:59]1[cH:60][cH:61][cH:62][cH:63][cH:64]1.[CH:65](=[CH:66][C:67]([CH:68]=[CH:69][c:70]1[cH:71][cH:72][cH:73][cH:74][cH:75]1)=[O:76])[c:77]1[cH:78][cH:79][cH:80][cH:81][cH:82]1.[Cs+:25].[Cs+:26].[Pd:27].[Pd:28].[n:1]1[c:2]([NH2:10])[cH:3][c:4]2[n:9]1[CH2:8][CH2:7][O:6][CH2:5]2>>[n:1]1[c:2]([NH:10][c:12]2[c:13](=[O:20])[n:14]([CH3:19])[cH:15][c:16]([Br:18])[cH:17]2)[cH:3][c:4]2[n:9]1[CH2:8][CH2:7][O:6][CH2:5]2. Reactants: NC=1C=C(OC=2C=CC=3N(N2)C=C(N3)NC(=O)C3CC3)C=CC1 (N-[6-(3-aminophenoxy)imidazo[1,2-b]pyridazin-2-yl]cyclopropanecarboxamide), ClC1=C(C=C(C(=O)O)C=C1)C(F)(F)F (4-chloro-3-(trifluoromethyl)benzoic acid), Cl.CN(CCCN=C=NCC)C (N-[3-(dimethylamino)propyl]-N′-ethylcarbodiimide hydrochloride), ON1N=NC2=C1C=CC=C2 (1-hydroxybenzotriazole). Solvent: O (water), CN(C=O)C (N,N-dimethylformamide). Reaction conditions: time 8 hour. Product: ClC1=C(C=C(C(=O)NC2=CC(=CC=C2)OC=2C=CC=3N(N2)C=C(N3)NC(=O)C3CC3)C=C1)C(F)(F)F (4-chloro-N-[3-({2-[(cyclopropylcarbonyl)amino]imidazo[1,2-b]pyridazin-6-yl}oxy)phenyl]-3-(trifluoromethyl)benzamide). The yield is 78.8%. RXN SMILES: [NH2:1][C:2]1[CH:3]=[C:4]([CH:21]=[CH:22][CH:23]=1)[O:5][C:6]1[CH:7]=[CH:8][C:9]2[N:10]([CH:12]=[C:13]([NH:15][C:16]([CH:18]3[CH2:20][CH2:19]3)=[O:17])[N:14]=2)[N:11]=1.[Cl:24][C:25]1[CH:33]=[CH:32][C:28]([C:29](O)=[O:30])=[CH:27][C:26]=1[C:34]([F:37])([F:36])[F:35].Cl.CN(C)CCCN=C=NCC.ON1C2C=CC=CC=2N=N1>CN(C)C=O.O>[Cl:24][C:25]1[CH:33]=[CH:32][C:28]([C:29]([NH:1][C:2]2[CH:23]=[CH:22][CH:21]=[C:4]([O:5][C:6]3[CH:7]=[CH:8][C:9]4[N:10]([CH:12]=[C:13]([NH:15][C:16]([CH:18]5[CH2:20][CH2:19]5)=[O:17])[N:14]=4)[N:11]=3)[CH:3]=2)=[O:30])=[CH:27][C:26]=1[C:34]([F:35])([F:36])[F:37] |f:2.3|. Procedure: To a solution of N-[6-(3-aminophenoxy)imidazo[1,2-b]pyridazin-2-yl]cyclopropanecarboxamide (100 mg, 0.32 mmol) in N,N-dimethylformamide (6.0 mL) were added 4-chloro-3-(trifluoromethyl)benzoic acid (73 mg, 0.32 mmol), N-[3-(dimethylamino)propyl]-N′-ethylcarbodiimide hydrochloride (65 mg, 0.34 mmol) and 1-hydroxybenzotriazole (46 mg, 0.34 mmol), and the mixture was stirred at room temperature overnight. The reaction mixture was diluted with water and extracted with ethyl acetate. The organic layer...